Dataset: the Open Reaction Database (ORD), a public repository of structured organic reaction records. Task: describe an organic reaction: reactants, conditions, products, and yield The product is O=C(O)c1cccc(C(=O)N2CCN(C(=O)C3CC3)CC2)c1. RXN SMILES: [CH:1]1([C:4](=[O:5])[N:6]2[CH2:7][CH2:8][N:9]([C:12](=[O:13])[c:14]3[cH:15][c:16]([C:17](=[O:18])[O:19][CH3:20])[cH:21][cH:22][cH:23]3)[CH2:10][CH2:11]2)[CH2:2][CH2:3]1.[ClH:27].[Li+:26].[O:29]1[CH2:30][CH2:31][CH2:32][CH2:33]1.[OH-:25].[OH2:24].[OH2:28]>>[CH:1]1([C:4](=[O:5])[N:6]2[CH2:7][CH2:8][N:9]([C:12](=[O:13])[c:14]3[cH:15][c:16]([C:17](=[O:18])[OH:19])[cH:21][cH:22][cH:23]3)[CH2:10][CH2:11]2)[CH2:2][CH2:3]1. The reactants are COC(=O)c1cccc(C(=O)N2CCN(C(=O)C3CC3)CC2)c1, Cl, [Li+], C1CCOC1, [OH-], O, O. Reactants: O=C(O)C1C2=CC=C1CC2, NC1CCN(CCc2ccccc2)C1. Yields the product O=C(NC1CCN(CCc2ccccc2)C1)C1C2=CC=C1CC2. RXN SMILES: [C:1]12=[CH:2][CH:3]=[C:4]([CH2:5][CH2:6]1)[CH:7]2[C:8](=[O:9])[OH:10].[NH2:11][CH:12]1[CH2:13][N:14]([CH2:17][CH2:18][c:19]2[cH:20][cH:21][cH:22][cH:23][cH:24]2)[CH2:15][CH2:16]1>>[C:1]12=[CH:2][CH:3]=[C:4]([CH2:5][CH2:6]1)[CH:7]2[C:8](=[O:10])[NH:11][CH:12]1[CH2:13][N:14]([CH2:17][CH2:18][c:19]2[cH:20][cH:21][cH:22][cH:23][cH:24]2)[CH2:15][CH2:16]1. Reactants: CN(C)C(=O)Sc1ccc2ncc([N+](=O)[O-])c(-c3ccccc3)c2c1, CO, Cl, C1COCCO1, O. The product is O=[N+]([O-])c1cnc2ccc(S)cc2c1-c1ccccc1. As a reaction SMILES: [CH3:1][N:2]([CH3:3])[C:4]([S:5][c:6]1[cH:7][c:8]2[c:9](-[c:19]3[cH:20][cH:21][cH:22][cH:23][cH:24]3)[c:10]([N+:16](=[O:17])[O-:18])[cH:11][n:12][c:13]2[cH:14][cH:15]1)=[O:25].[CH3:26][OH:27].[ClH:28].[O:29]1[CH2:30][CH2:31][O:32][CH2:33][CH2:34]1.[OH2:35]>>[SH:5][c:6]1[cH:7][c:8]2[c:9](-[c:19]3[cH:20][cH:21][cH:22][cH:23][cH:24]3)[c:10]([N+:16](=[O:17])[O-:18])[cH:11][n:12][c:13]2[cH:14][cH:15]1. Procedure details: Butyllithium (48 ml, 1.6 M) was added to triethylsilylacetylene (10.7 g, 76.4 mmol) in THF (90 ml) at -78° C. over 20 min. After 10 min BF3.OEt2 (10 ml, 82 mmol) was added, then after another 10 min (-)-benzyl-(R)-glycidyl ether (8.4 g, 51 mmol) in THF (20 ml) was added over 10 min. The mixture was stirred at -78° C. for 1 h then at 0° C. for 20 min. Saturated NH4Cl was added and the mixture extracted with EtOAc (×3). The combined organic layers were washed with H2O and brine, dried, evaporated,... The yield is 60.5%. Run in C1CCOC1 (THF), C1CCOC1 (THF). Conditions: temperature -78 celsius, time 1 hour. Reactants: C(C1=CC=CC=C1)OC[C@H]1CO1 ((-)-benzyl-(R)-glycidyl ether), [NH4+].[Cl-] (NH4Cl), C(CCC)[Li] (Butyllithium), C(C)[Si](CC)(CC)C#C (triethylsilylacetylene), B(F)(F)F.CCOCC (BF3.OEt2). As a reaction SMILES: C([Li])CCC.[CH2:6]([Si:8]([C:13]#[CH:14])([CH2:11][CH3:12])[CH2:9][CH3:10])[CH3:7].B(F)(F)F.CCOCC.[CH2:24]([O:31][CH2:32][C@@H:33]1[O:35][CH2:34]1)[C:25]1[CH:30]=[CH:29][CH:28]=[CH:27][CH:26]=1.[NH4+].[Cl-]>C1COCC1>[CH2:24]([O:31][CH2:32][C@H:33]([OH:35])[CH2:34][C:14]#[C:13][Si:8]([CH2:11][CH3:12])([CH2:9][CH3:10])[CH2:6][CH3:7])[C:25]1[CH:30]=[CH:29][CH:28]=[CH:27][CH:26]=1 |f:2.3,5.6|. The product is C(C1=CC=CC=C1)OC[C@@H](CC#C[Si](CC)(CC)CC)O ((R)-5-benzyloxy-4-hydroxy-1-triethylsilyl-1-pentyne). Product: FC(F)(F)C#Cc1ccc2c(cnn2C2CCCCO2)c1. Reactants: C=C(Br)C(F)(F)F, C1CCOC1, CN(C)CCN(C)C, CC(C)[N-]C(C)C, Ic1ccc2c(cnn2C2CCCCO2)c1, [Li+], c1ccc(P(c2ccccc2)(c2ccccc2)[Pd](P(c2ccccc2)(c2ccccc2)c2ccccc2)(P(c2ccccc2)(c2ccccc2)c2ccccc2)P(c2ccccc2)(c2ccccc2)c2ccccc2)cc1. Reaction SMILES: [Br:9][C:10](=[CH2:11])[C:12]([F:13])([F:14])[F:15].[CH2:40]1[O:41][CH2:42][CH2:43][CH2:44]1.[CH3:16][N:17]([CH3:18])[CH2:19][CH2:20][N:21]([CH3:22])[CH3:23].[CH3:2][CH:3]([N-:4][CH:5]([CH3:6])[CH3:7])[CH3:8].[I:24][c:25]1[cH:26][c:27]2[cH:28][n:29][n:30]([CH:34]3[O:35][CH2:36][CH2:37][CH2:38][CH2:39]3)[c:31]2[cH:32][cH:33]1.[Li+:1].[cH:45]1[cH:46][cH:47][c:48]([P:49]([Pd:50]([P:51]([c:52]2[cH:53][cH:54][cH:55][cH:56][cH:57]2)([c:58]2[cH:59][cH:60][cH:61][cH:62][cH:63]2)[c:64]2[cH:65][cH:66][cH:67][cH:68][cH:69]2)([P:70]([c:71]2[cH:72][cH:73][cH:74][cH:75][cH:76]2)([c:77]2[cH:78][cH:79][cH:80][cH:81][cH:82]2)[c:83]2[cH:84][cH:85][cH:86][cH:87][cH:88]2)[P:89]([c:90]2[cH:91][cH:92][cH:93][cH:94][cH:95]2)([c:96]2[cH:97][cH:98][cH:99][cH:100][cH:101]2)[c:102]2[cH:103][cH:104][cH:105][cH:106][cH:107]2)([c:108]2[cH:109][cH:110][cH:111][cH:112][cH:113]2)[c:114]2[cH:115][cH:116][cH:117][cH:118][cH:119]2)[cH:120][cH:121]1>>[C:10](#[C:11][c:25]1[cH:26][c:27]2[cH:28][n:29][n:30]([CH:34]3[O:35][CH2:36][CH2:37][CH2:38][CH2:39]3)[c:31]2[cH:32][cH:33]1)[C:12]([F:13])([F:14])[F:15].